From a dataset of the Open Reaction Database (ORD), a public repository of structured organic reaction records. describe an organic reaction: reactants, conditions, products, and yield Reactants: COc1ccc2cc(C(C)C(=O)O)ccc2c1, CN(C)C=O, CCOC(C)=O, C(=NC1CCCCC1)=NC1CCCCC1, Oc1cccc2[nH]nnc12, NC(=O)c1ccc(O)cc1. The product is COc1ccc2cc(C(C)C(=O)Oc3ccc(C(N)=O)cc3)ccc2c1. Reaction SMILES: [CH3:1][O:2][c:3]1[cH:4][cH:5][c:6]2[cH:7][c:8]([CH:13]([CH3:14])[C:15]([OH:16])=[O:17])[cH:9][cH:10][c:11]2[cH:12]1.[CH3:53][N:54]([CH3:55])[CH:56]=[O:57].[CH3:58][CH2:59][O:60][C:61](=[O:62])[CH3:63].[CH:28]1([N:29]=[C:30]=[N:31][CH:32]2[CH2:33][CH2:34][CH2:35][CH2:36][CH2:37]2)[CH2:38][CH2:39][CH2:40][CH2:41][CH2:42]1.[OH:18][c:19]1[c:20]2[n:21][n:22][nH:23][c:24]2[cH:25][cH:26][cH:27]1.[OH:43][c:44]1[cH:45][cH:46][c:47]([C:48](=[O:49])[NH2:50])[cH:51][cH:52]1>>[CH3:1][O:2][c:3]1[cH:4][cH:5][c:6]2[cH:7][c:8]([CH:13]([CH3:14])[C:15]([O:16][c:44]3[cH:45][cH:46][c:47]([C:48](=[O:49])[NH2:50])[cH:51][cH:52]3)=[O:17])[cH:9][cH:10][c:11]2[cH:12]1. The reactants are Cl.FC(C1=CC(=CC2=CC=CC=C12)CC1CCNCC1)(F)F (4-[(4-trifluoromethyl-2-naphthyl)methyl]piperidine hydrochloride), ClCCCC(=O)C1=CC=C(C=C1)F (4-chloro-1-(4-fluorophenyl)-1-butanone), Cl.N1CCC(CC1)C(=O)C1=CC2=CC=C(C=C2C=C1)Cl (6-chloro-2-naphthyl 4-piperidyl ketone hydrochloride), BrCCCCCC(=O)C1=CC=C(C=C1)OC (6-bromo-1-(4-methoxyphenyl)-1-hexanone). Product: FC(C1=CC(=CC2=CC=CC=C12)CC1CCN(CC1)CCCCCC(=O)C1=CC=C(C=C1)OC)(F)F (6-[4-((4-trifluoromethyl-2-naphthyl)methyl)-1-piperidyl]-1-(4-methoxyphenyl)-1-hexanone). Reaction SMILES: Cl.[F:2][C:3]([F:22])([F:21])[C:4]1[C:13]2[C:8](=[CH:9][CH:10]=[CH:11][CH:12]=2)[CH:7]=[C:6]([CH2:14][CH:15]2[CH2:20][CH2:19][NH:18][CH2:17][CH2:16]2)[CH:5]=1.Cl.N1CCC(C(C2C=CC3C(=CC=C(Cl)C=3)C=2)=O)CC1.Br[CH2:44][CH2:45][CH2:46][CH2:47][CH2:48][C:49]([C:51]1[CH:56]=[CH:55][C:54]([O:57][CH3:58])=[CH:53][CH:52]=1)=[O:50].ClCCCC(C1C=CC(F)=CC=1)=O>>[F:22][C:3]([F:2])([F:21])[C:4]1[C:13]2[C:8](=[CH:9][CH:10]=[CH:11][CH:12]=2)[CH:7]=[C:6]([CH2:14][CH:15]2[CH2:20][CH2:19][N:18]([CH2:44][CH2:45][CH2:46][CH2:47][CH2:48][C:49]([C:51]3[CH:56]=[CH:55][C:54]([O:57][CH3:58])=[CH:53][CH:52]=3)=[O:50])[CH2:17][CH2:16]2)[CH:5]=1 |f:0.1,2.3|. Procedure details: When in the procedure of Example 25, 4-[(4-trifluoromethyl-2-naphthyl)methyl]piperidine hydrochloride is substituted for 6-chloro-2-naphthyl 4-piperidyl ketone hydrochloride and 6-bromo-1-(4-methoxyphenyl)-1-hexanone substituted for 4-chloro-1-(4-fluorophenyl)-1-butanone, 6-[4-((4-trifluoromethyl-2-naphthyl)methyl)-1-piperidyl]-1-(4-methoxyphenyl)-1-hexanone is obtained. Starting materials: N(=[N+]=[N-])C(C(=O)C1=CC=CC=C1)C (2-azido-1-phenyl-1-propanone), Cl (hydrochloric acid). Reagents/catalysts: [Pd] (Palladium on carbon). The solvent is CO (CH3OH). Run at temperature 25 celsius, time 8 hour. The product is Cl (HCl), NC(C(=O)C1=CC=CC=C1)C (2-Amino-1-phenyl-1-propanone). Isolated yield 126.7%. Reaction SMILES: [N:1]([CH:4]([CH3:13])[C:5]([C:7]1[CH:12]=[CH:11][CH:10]=[CH:9][CH:8]=1)=[O:6])=[N+]=[N-].[ClH:14]>[Pd].CO>[ClH:14].[NH2:1][CH:4]([CH3:13])[C:5]([C:7]1[CH:12]=[CH:11][CH:10]=[CH:9][CH:8]=1)=[O:6]. Procedure details: Palladium on carbon (1.069 g, 1.005 mmol) was added to the solution of 2-azido-1-phenyl-1-propanone (1.76 g, 10.05 mmol) and hydrochloric acid (6.69 mL, 80 mmol) in CH3OH (50 mL) under nitrogen, and the reaction mixture was stirred under hydrogen overnight at 25° C. The mixture was filtered, washing with CH2Cl2 (50 mL) and CH3OH (100 mL), and concentrated. Water (100 mL) was added, and the resulting mixture was lyophilized to yield an HCl salt of the title compound (1.9 g) as a brown solid. LC-M... Reactants: N[C@@H](CC(=O)O)C(=O)O (L-aspartic acid), [OH-].[Na+] (sodium hydroxide), C=C1CC(=O)O1 (Diketene). Run at time 2.5 hour. Product: C(CC(=O)C)(=O)N[C@@H](CC(=O)O)C(=O)O (N-acetoacetyl-L-aspartic acid). As a reaction SMILES: [NH2:1][C@H:2]([C:7]([OH:9])=[O:8])[CH2:3][C:4]([OH:6])=[O:5].[OH-].[Na+].[CH2:12]=[C:13]1[O:17][C:15](=[O:16])[CH2:14]1>>[C:15]([NH:1][C@H:2]([C:7]([OH:9])=[O:8])[CH2:3][C:4]([OH:6])=[O:5])(=[O:16])[CH2:14][C:13]([CH3:12])=[O:17] |f:1.2|. Reported procedure: L-aspartic acid, 13.3 parts, was added to 100 parts by volume of 2 N aqueous sodium hydroxide and the resulting solution was cooled to 0°-10° C. in an ice bath. Diketene, 8.4 parts, was added and the resulting two phase mixture was stirred for 2.5 hours at 0°-10° C. The homogeneous solution was washed twice with 100 parts by volume of ether and the aqueous layer was acidified with 16.6 parts by volume of concentrated hydrochloric acid. This solution was extracted three times with 100 parts by vo... Reactants: 2h, [NH4+].[Cl-] (NH4Cl), BrCCCC1=CC=CC=C1 ((3-Bromopropyl)benzene), [Mg] (magnesium), O1CCC1 (oxetane). Run in C1CCOC1 (THF). Run at time 2 hour. The product is C1(=CC=CC=C1)CCCCCCO (Benzenehexanol). The yield is 33.8%. RXN SMILES: Br[CH2:2][CH2:3][CH2:4][C:5]1[CH:10]=[CH:9][CH:8]=[CH:7][CH:6]=1.[Mg].[O:12]1[CH2:15][CH2:14][CH2:13]1.[NH4+].[Cl-]>C1COCC1>[C:5]1([CH2:4][CH2:3][CH2:2][CH2:15][CH2:14][CH2:13][OH:12])[CH:10]=[CH:9][CH:8]=[CH:7][CH:6]=1 |f:3.4|. Procedure: (3-Bromopropyl)benzene (20 g) in THF (75 ml) was added dropwise to magnesium (2.43 g) at a rate to maintain gentle reflux. The mixture was stirred for 2 h at RT and oxetane (10 g) was added dropwise. The resulting suspension was stirred at RT for 2h and at reflux for 16 h and poured into saturated aqueous NH4Cl (100 ml). The mixture was extracted with ER (3×75 ml) and the dried extract was evaporated to leave a yellow oil. Distillation of the oil gave the title compound as a colourless liquid (6... Starting materials: [N+](=O)(O)[O-] (nitric acid), C(C)(=O)O (acetic acid), CC(=O)OCC1=C2C=CC=CC2=C(C3=CC=CC=C31)COC(=O)C (acetic), ice water, CC1=CC=2C(CCC(C2C=C1)(C)C)(C)C (2-methyl-5,6,7,8-tetrahydro-5,5,8,8-tetramethyl naphthalene). Run in C(C)(=O)OC(C)=O (acetic anhydride). Conditions: temperature 0 celsius, time 1 hour. Product: CC1=CC=2C(CCC(C2C=C1[N+](=O)[O-])(C)C)(C)C (2-methyl-3-nitro-5,6,7,8-tetrahydro-5,5,8,8-tetramethyl naphthalene). Isolated yield 74.1%. As a reaction SMILES: [CH3:1][C:2]1[CH:11]=[CH:10][C:9]2[C:8]([CH3:13])([CH3:12])[CH2:7][CH2:6][C:5]([CH3:15])([CH3:14])[C:4]=2[CH:3]=1.[N+:16]([O-])([OH:18])=[O:17].C(O)(=O)C.CC(OCC1C2C(=CC=CC=2)C(COC(C)=O)=C2C=1C=CC=C2)=O>C(OC(=O)C)(=O)C>[CH3:1][C:2]1[C:11]([N+:16]([O-:18])=[O:17])=[CH:10][C:9]2[C:8]([CH3:13])([CH3:12])[CH2:7][CH2:6][C:5]([CH3:15])([CH3:14])[C:4]=2[CH:3]=1. Reported procedure: 50 g (250 mmoles) of 2-methyl-5,6,7,8-tetrahydro-5,5,8,8-tetramethyl naphthalene are dissolved in 200 ml of acetic anhydride. The solution is cooled to 0° C. and there is slowly added a solution of 10.5 ml (250 mmoles) of nitric acid, 20 ml of acetic acid and 20 ml of acetic andydride, while maintaining the temperature between 0 and 5° C. The reaction mixture is then stirred for 1 hour at ambient temperature, poured into ice water and filtered. The resulting solid is washed with water. The solid... Reactants: C(C)(C)(C)OC(=O)N[C@@H]1CN(CC1)S(=O)(=O)C=1C=2C(=CN=C(C2C=CC1)Cl)Cl ((S)-3-(tert-butoxycarbonyl)amino-1-(1,4-dichloro-5-isoquinolinesulfonyl)pyrrolidine), C([O-])([O-])=O.[K+].[K+] (potassium carbonate), N (ammonia). The solvent is [Cl-].[Na+].O (brine), CN1C(N(CC1)C)=O (1,3-dimethyl-2-imidazolidinone). Reaction conditions: temperature 80 celsius, time 24 hour. Yields the product C(C)(C)(C)OC(=O)N[C@@H]1CN(CC1)S(=O)(=O)C=1C=2C(=CN=C(C2C=CC1)N)Cl ((S)-3-(tert-Butoxycarbonyl)amino-1-(1-amino-4-chloro-5-isoquinolinesulfonyl)-pyrrolidine). RXN SMILES: [C:1]([O:5][C:6]([NH:8][C@H:9]1[CH2:13][CH2:12][N:11]([S:14]([C:17]2[C:18]3[C:19]([Cl:28])=[CH:20][N:21]=[C:22](Cl)[C:23]=3[CH:24]=[CH:25][CH:26]=2)(=[O:16])=[O:15])[CH2:10]1)=[O:7])([CH3:4])([CH3:3])[CH3:2].C(=O)([O-])[O-].[K+].[K+].[NH3:35]>CN1CCN(C)C1=O.[Cl-].[Na+].O>[C:1]([O:5][C:6]([NH:8][C@H:9]1[CH2:13][CH2:12][N:11]([S:14]([C:17]2[C:18]3[C:19]([Cl:28])=[CH:20][N:21]=[C:22]([NH2:35])[C:23]=3[CH:24]=[CH:25][CH:26]=2)(=[O:16])=[O:15])[CH2:10]1)=[O:7])([CH3:4])([CH3:3])[CH3:2] |f:1.2.3,6.7.8|. Procedure details: A suspension of Intermediate 26a (0.20 g), and potassium carbonate (0.31 g) in 1,3-dimethyl-2-imidazolidinone (3 ml, Tokyo Kasei Kogyo) was added with 25% aqueous ammonia (2 ml), and the mixture was stirred at 80° C. for 24 hours in a sealed tube. The reaction mixture was added with saturated brine (30 ml), and extracted 3 times with chloroform (30 ml for each time). The combined organic layer was washed twice with saturated brine (50 ml for each time), and dried over anhydrous magnesium sulfate... Starting materials: ClCCCl, C1CCOC1, CN1CCOCC1, [Na+], O, On1nnc2ccccc21, O=C([O-])O, O=C(O)c1cnccn1, Nc1ccccc1C=Cc1n[nH]c2ccccc12. Yields the product O=C(Nc1ccccc1C=Cc1n[nH]c2ccccc12)c1cnccn1. Reaction SMILES: [CH2:46]([Cl:47])[CH2:48][Cl:49].[CH2:55]1[O:56][CH2:57][CH2:58][CH2:59]1.[CH3:39][N:40]1[CH2:41][CH2:42][O:43][CH2:44][CH2:45]1.[Na+:50].[OH2:28].[OH:29][n:30]1[c:31]2[cH:32][cH:33][cH:34][cH:35][c:36]2[n:37][n:38]1.[OH:51][C:52](=[O:53])[O-:54].[n:19]1[c:20]([C:25](=[O:26])[OH:27])[cH:21][n:22][cH:23][cH:24]1.[nH:1]1[n:2][c:3]([CH:10]=[CH:11][c:12]2[c:13]([NH2:18])[cH:14][cH:15][cH:16][cH:17]2)[c:4]2[cH:5][cH:6][cH:7][cH:8][c:9]12>>[nH:1]1[n:2][c:3]([CH:10]=[CH:11][c:12]2[c:13]([NH:18][C:25]([c:20]3[n:19][cH:24][cH:23][n:22][cH:21]3)=[O:26])[cH:14][cH:15][cH:16][cH:17]2)[c:4]2[cH:5][cH:6][cH:7][cH:8][c:9]12.